From a dataset of the Open Reaction Database (ORD), a public repository of structured organic reaction records. describe an organic reaction: reactants, conditions, products, and yield Reactants: C(C)OC(CC=1N=C(SC1)NC(C1=CC(=CC(=C1)OCC)OCC)=O)=O ([2-(3,5-diethoxy-benzoylamino)-thiazol-4-yl]acetic acid ethyl ester), [Li+].[OH-] (LiOH), Cl (HCl). Solvent: O1CCCC1 (tetrahydrofuran). Run at time 2 hour. The product is C(C)OC=1C=C(C(=O)NC=2SC=C(N2)CC(=O)O)C=C(C1)OCC (3,5-diethoxy-N-(4-carboxymethyl-thiazol-2-yl)-benzamide). The yield is 85.6%. RXN SMILES: C([O:3][C:4](=[O:26])[CH2:5][C:6]1[N:7]=[C:8]([NH:11][C:12](=[O:25])[C:13]2[CH:18]=[C:17]([O:19][CH2:20][CH3:21])[CH:16]=[C:15]([O:22][CH2:23][CH3:24])[CH:14]=2)[S:9][CH:10]=1)C.[Li+].[OH-].Cl>O1CCCC1>[CH2:20]([O:19][C:17]1[CH:18]=[C:13]([CH:14]=[C:15]([O:22][CH2:23][CH3:24])[CH:16]=1)[C:12]([NH:11][C:8]1[S:9][CH:10]=[C:6]([CH2:5][C:4]([OH:26])=[O:3])[N:7]=1)=[O:25])[CH3:21] |f:1.2|. Procedure details: To a solution of [2-(3,5-diethoxy-benzoylamino)-thiazol-4-yl]acetic acid ethyl ester (38 mg, 0.1 mmol) in tetrahydrofuran (2 mL) was added 2 N aqueous LiOH (2 mL) and the contents were stirred for 2 h. Then acidified with conc HCl and extracted with ethyl acetate. The extracts were dried (Na2SO4) and concentrated to afford colorless 3,5-diethoxy-N-(4-carboxymethyl-thiazol-2-yl)-benzamide (30 mg, 90%). The reactants are CC(C)c1ccc(S(=O)(=O)Cl)cc1, Cn1c(C#N)ccc1-c1ccc(N)cc1. Product: CC(C)c1ccc(S(=O)(=O)Nc2ccc(-c3ccc(C#N)n3C)cc2)cc1. RXN SMILES: [CH:16]([CH3:17])([CH3:18])[c:19]1[cH:20][cH:21][c:22]([S:25](=[O:26])(=[O:27])[Cl:28])[cH:23][cH:24]1.[NH2:1][c:2]1[cH:3][cH:4][c:5](-[c:8]2[cH:9][cH:10][c:11]([C:14]#[N:15])[n:12]2[CH3:13])[cH:6][cH:7]1>>[NH:1]([c:2]1[cH:3][cH:4][c:5](-[c:8]2[cH:9][cH:10][c:11]([C:14]#[N:15])[n:12]2[CH3:13])[cH:6][cH:7]1)[S:25]([c:22]1[cH:21][cH:20][c:19]([CH:16]([CH3:17])[CH3:18])[cH:24][cH:23]1)(=[O:26])=[O:27]. The reactants are O=C(NCCC(O)c1cccc(Br)c1)C(F)(F)F, C=CC(O)(CCC)CCC. The product is CCCC(O)(C=Cc1cccc(C(O)CCNC(=O)C(F)(F)F)c1)CCC. RXN SMILES: [Br:11][c:12]1[cH:13][c:14]([CH:18]([CH2:19][CH2:20][NH:21][C:22]([C:23]([F:24])([F:25])[F:26])=[O:27])[OH:28])[cH:15][cH:16][cH:17]1.[CH:1](=[CH2:2])[C:3]([CH2:4][CH2:5][CH3:6])([CH2:7][CH2:8][CH3:9])[OH:10]>>[CH:1](=[CH:2][c:12]1[cH:13][c:14]([CH:18]([CH2:19][CH2:20][NH:21][C:22]([C:23]([F:24])([F:25])[F:26])=[O:27])[OH:28])[cH:15][cH:16][cH:17]1)[C:3]([CH2:4][CH2:5][CH3:6])([CH2:7][CH2:8][CH3:9])[OH:10]. Starting materials: CN(C(=O)C1=CC2=C(N=C(N=C2)Cl)N1C1CCCC1)C (2-Chloro-7-cyclopentyl-7H-pyrrolo[2,3-d]pyrimidine-6-carboxylic acid dimethylamide), C(C)(C)(C)OC(=O)N1C2CN(C(C1)C2)C=2C=NC(=CC2)N (5-(6-Amino-pyridin-3-yl)-2,5-diaza-bicyclo[2.2.1]heptane-2-carboxylic acid tert-butyl ester). Product: C(C)(C)(C)OC(=O)N1CCN(CC1)C=1C=NC(=CC1)NC=1N=CC2=C(N1)N(C(=C2)C(N(C)C)=O)C2CCCC2 (4-[6-(7-Cyclopentyl-6-dimethylcarbamoyl-7H-pyrrolo[2,3-d]pyrimidin-2-ylamino)-pyridin-3-yl]-piperazine-1-carboxylic acid tert-butyl ester). The yield is 95.8%. As a reaction SMILES: [CH3:1][N:2]([CH3:20])[C:3]([C:5]1[N:14]([CH:15]2[CH2:19][CH2:18][CH2:17][CH2:16]2)[C:8]2[N:9]=[C:10](Cl)[N:11]=[CH:12][C:7]=2[CH:6]=1)=[O:4].[C:21]([O:25][C:26]([N:28]1[CH2:33][CH:32]2C[CH:29]1[CH2:30][N:31]2[C:35]1[CH:36]=[N:37][C:38]([NH2:41])=[CH:39][CH:40]=1)=[O:27])([CH3:24])([CH3:23])[CH3:22]>>[C:21]([O:25][C:26]([N:28]1[CH2:33][CH2:32][N:31]([C:35]2[CH:36]=[N:37][C:38]([NH:41][C:10]3[N:11]=[CH:12][C:7]4[CH:6]=[C:5]([C:3](=[O:4])[N:2]([CH3:20])[CH3:1])[N:14]([CH:15]5[CH2:19][CH2:18][CH2:17][CH2:16]5)[C:8]=4[N:9]=3)=[CH:39][CH:40]=2)[CH2:30][CH2:29]1)=[O:27])([CH3:24])([CH3:22])[CH3:23]. Procedure details: Using General Buchwald method 1, 2-Chloro-7-cyclopentyl-7H-pyrrolo[2,3-d]pyrimidine-6-carboxylic acid dimethylamide (200 mg, 0.683 mmol, 1.0 eq) was combined with 5-(6-Amino-pyridin-3-yl)-2,5-diaza-bicyclo[2.2.1]heptane-2-carboxylic acid tert-butyl ester (218 mg, 0.751 mmol, 1.1 eq) to give 4-[6-(7-Cyclopentyl-6-dimethylcarbamoyl-7H-pyrrolo[2,3-d]pyrimidin-2-ylamino)-pyridin-3-yl]-piperazine-1-carboxylic acid tert-butyl ester (350 mg, 94% yield). 1H NMR (400 MHz, DMSO-d6) δ ppm 1.32 (s, 6H) 1.39... Starting materials: [OH-].[Na+] (sodium hydroxide), FC1=C(C=C(C=C1)F)/C=C/CN1CC(CC1)(C(=O)OC)CCCC1=C(C=NC2=CC=C(C=C12)OC)F (methyl 1-[(2E)-3-(2,5-difluorophenyl)-2-propenyl]-3-[3-(3-fluoro-6-methoxyquinolin-4-yl)propyl]-3-pyrrolidinecarboxylate), Cl (hydrochloric acid). Solvent: O (water), O1CCOCC1 (dioxane), ClCCl (dichloromethane). Product: FC1=C(C=C(C=C1)F)/C=C/CN1CC(CC1)(C(=O)O)CCCC1=C(C=NC2=CC=C(C=C12)OC)F (1-[(2E)-3-(2,5-difluorophenyl)-2-propenyl]-3-[3-(3-fluoro-6-methoxyquinolin-4-yl)propyl]-3-pyrrolidinecarboxylic acid). As a reaction SMILES: [OH-].[Na+].[F:3][C:4]1[CH:9]=[CH:8][C:7]([F:10])=[CH:6][C:5]=1/[CH:11]=[CH:12]/[CH2:13][N:14]1[CH2:18][CH2:17][C:16]([CH2:23][CH2:24][CH2:25][C:26]2[C:35]3[C:30](=[CH:31][CH:32]=[C:33]([O:36][CH3:37])[CH:34]=3)[N:29]=[CH:28][C:27]=2[F:38])([C:19]([O:21]C)=[O:20])[CH2:15]1.Cl>O1CCOCC1.O.ClCCl>[F:3][C:4]1[CH:9]=[CH:8][C:7]([F:10])=[CH:6][C:5]=1/[CH:11]=[CH:12]/[CH2:13][N:14]1[CH2:18][CH2:17][C:16]([CH2:23][CH2:24][CH2:25][C:26]2[C:35]3[C:30](=[CH:31][CH:32]=[C:33]([O:36][CH3:37])[CH:34]=3)[N:29]=[CH:28][C:27]=2[F:38])([C:19]([OH:21])=[O:20])[CH2:15]1 |f:0.1|. Procedure details: 1.137 cm3 of a 5 N aqueous sodium hydroxide solution are added at a temperature in the region of 20° C. to 0.0675 g (0.135 mmol) of the enantiomer B (dextrorotatory) of methyl 1-[(2E)-3-(2,5-difluorophenyl)-2-propenyl]-3-[3-(3-fluoro-6-methoxyquinolin-4-yl)propyl]-3-pyrrolidinecarboxylate in solution in 3 cm3 of dioxane. After stirring under reflux for 48 hours, the reaction medium is concentrated to dryness under reduced pressure (2.7 kPa) to give a residue which is taken up in 2 cm3 of water a... Starting materials: [N+](=O)([O-])C=1C=C(C=CC1)S(=O)(=O)CCOC(CCCCCNC(COC1=CC=C(C=C1)S(=O)(=O)Cl)=O)=O (6-[2-(4-chlorosulfonyl-phenoxy)-acetylamino]-n-hexanoic acid 2-(3-nitro-benzenesulfonyl)ethyl ester), [N+](=O)([O-])C=1C=C(C=CC1)S(=O)(=O)CCOC(CCCCCNC(COC1=CC=C(C=C1)S(=O)(=O)Cl)=O)=O (6-[2-(4-chlorosulfonyl-phenoxy)-acetylamino]-n-hexanoic acid 2-(3-nitro-benzenesulfonyl)ethyl ester), CC=1C(=NC=CC1OCC(F)(F)F)CS(=O)C1=NC2=C(N1)C=CC=C2 (2-[3-methyl-4-(2,2,2-trifluoroethoxy)pyridin-2-ylmethanesulfinyl]-1H-benzimidazole), [H-].[Na+] (NaH), O (water). Run in C(Cl)Cl (CH2Cl2), C(Cl)Cl (CH2Cl2). Reaction conditions: time 2 hour. The product is [N+](=O)([O-])C=1C=C(C=CC1)S(=O)(=O)CCOC(CCCCCNC(COC1=CC=C(C=C1)S(=O)(=O)N1C(=NC2=C1C=CC=C2)S(=O)CC2=NC=CC(=C2C)OCC(F)(F)F)=O)=O (6-[2-(4-{2-[3-methyl-4-(2,2,2-trifluoro-ethoxy)-pyridin-2-ylmethanesulfinyl]-benzimidazole-1-sulfonyl}-phenoxy)acetylamino]hexanoic acid 2-(3-nitrobenzenesulfonyl)ethyl ester). Yield: 92.9%. RXN SMILES: [N+:1]([C:4]1[CH:5]=[C:6]([S:10]([CH2:13][CH2:14][O:15][C:16](=[O:37])[CH2:17][CH2:18][CH2:19][CH2:20][CH2:21][NH:22][C:23](=[O:36])[CH2:24][O:25][C:26]2[CH:31]=[CH:30][C:29]([S:32](Cl)(=[O:34])=[O:33])=[CH:28][CH:27]=2)(=[O:12])=[O:11])[CH:7]=[CH:8][CH:9]=1)([O-:3])=[O:2].[CH3:38][C:39]1[C:40]([CH2:51][S:52]([C:54]2[NH:58][C:57]3[CH:59]=[CH:60][CH:61]=[CH:62][C:56]=3[N:55]=2)=[O:53])=[N:41][CH:42]=[CH:43][C:44]=1[O:45][CH2:46][C:47]([F:50])([F:49])[F:48].[H-].[Na+].O>C(Cl)Cl>[N+:1]([C:4]1[CH:5]=[C:6]([S:10]([CH2:13][CH2:14][O:15][C:16](=[O:37])[CH2:17][CH2:18][CH2:19][CH2:20][CH2:21][NH:22][C:23](=[O:36])[CH2:24][O:25][C:26]2[CH:31]=[CH:30][C:29]([S:32]([N:55]3[C:56]4[CH:62]=[CH:61][CH:60]=[CH:59][C:57]=4[N:58]=[C:54]3[S:52]([CH2:51][C:40]3[C:39]([CH3:38])=[C:44]([O:45][CH2:46][C:47]([F:48])([F:49])[F:50])[CH:43]=[CH:42][N:41]=3)=[O:53])(=[O:34])=[O:33])=[CH:28][CH:27]=2)(=[O:12])=[O:11])[CH:7]=[CH:8][CH:9]=1)([O-:3])=[O:2] |f:2.3|. Reported procedure: 6-[2-(4-chlorosulfonyl-phenoxy)-acetylamino]-n-hexanoic acid 2-(3-nitro-benzenesulfonyl)ethyl ester (Intermediate 19, 1.0 g, 1.73 mmol, 1.27 eq) in CH2Cl2 (5 mL) was added to a heterogeneous mixture of 2-[3-methyl-4-(2,2,2-trifluoroethoxy)pyridin-2-ylmethanesulfinyl]-1H-benzimidazole (500 mg, 1.36 mmol) in CH2Cl2 (10 mL) and NaH (40 mg, 1.65 mmol) at room temperature, and the mixture was stirred for 2 h. Thereafter water was added, the mixture was extracted with CH2Cl2, and the organic layers we... The reactants are COC(C1=C(C=CC=C1)C1=C2C=CC=CC2=CC2=CC3=CC=CC=C3C=C12)=O (methyl-2-(tetracen-5-yl)benzoate), C[Mg]Br.C(C)OCC (methyl magnesium bromide diethyl ether). Run in C1CCOC1 (THF). The product is C1=CC=CC2=C(C3=CC4=CC=CC=C4C=C3C=C12)C1=C(C=CC=C1)C(C)(C)O (2-(2-(tetracen-5-yl)phenyl)propan-2-ol). The yield is 81.0%. RXN SMILES: COC(=O)[C:4]1[CH:9]=[CH:8][CH:7]=[CH:6][C:5]=1[C:10]1[C:27]2[C:18](=[CH:19][C:20]3[C:25]([CH:26]=2)=[CH:24][CH:23]=[CH:22][CH:21]=3)[CH:17]=[C:16]2[C:11]=1[CH:12]=[CH:13][CH:14]=[CH:15]2.[CH3:29][Mg]Br.C([O:34][CH2:35][CH3:36])C>C1COCC1>[CH:15]1[C:16]2[C:11](=[C:10]([C:5]3[CH:6]=[CH:7][CH:8]=[CH:9][C:4]=3[C:35]([OH:34])([CH3:36])[CH3:29])[C:27]3[C:18]([CH:17]=2)=[CH:19][C:20]2[C:25](=[CH:24][CH:23]=[CH:22][CH:21]=2)[CH:26]=3)[CH:12]=[CH:13][CH:14]=1 |f:1.2|. Procedure details: The methyl-2-(tetracen-5-yl)benzoate (2.58 g, 7.13 mmol) was dissolved in 200 mL of THF. A 3M methyl magnesium bromide-diethyl ether solution (7.84 mL, 23.5 mmol) was added dropwise in a nitrogen atmosphere under reflux at the boiling point and the mixture was reacted for 2 hours to obtain 2-(2-(tetracen-5-yl)phenyl)propan-2-ol at a yield of 81%. The 2-(2-(tetracen-5-yl)phenyl)propan-2-ol (2.09 g, 5.78 mmol) was added to a solvent mixture containing 100 mL of acetic acid and 20 mL of 37% hydroch... Reactants: powder, ClC1=CC(=C(C=C1)C1=NC2=C(N1CC1=CC=C(C=C1)CCC(=O)O)C=C(C(=C2)F)F)OCC2CCCC2 (3-{4-[2-(4-Chloro-2-cyclopentylmethoxy-phenyl)-5,6-difluoro-benzoimidazol-1-ylmethyl]-phenyl}-propionic acid), ClC1=CC(=C(C=C1)C1=NC2=C(N1)C=C(C(=C2)F)F)[N+](=O)[O-] (2-(4-Chloro-2-nitro-phenyl)-5,6-difluoro-1H-benzoimidazole), BrCC1CCCCC1 (bromomethyl-cyclohexane). The product is ClC1=CC(=C(C=C1)C1=NC2=C(N1CC1CCCCC1)C=C(C(=C2)F)F)[N+](=O)[O-] (2-(4-Chloro-2-nitro-phenyl)-1-cyclohexylmethyl-5,6-difluoro-1H-benzoimidazole). Reaction SMILES: [Cl:1][C:2]1[CH:7]=[CH:6][C:5]([C:8]2[N:12]([CH2:13][C:14]3[CH:19]=[CH:18][C:17](CCC(O)=O)=[CH:16][CH:15]=3)[C:11]3[CH:25]=[C:26]([F:30])[C:27]([F:29])=[CH:28][C:10]=3[N:9]=2)=[C:4](OCC2CCCC2)[CH:3]=1.ClC1C=CC(C2NC3C=C(F)C(F)=CC=3N=2)=C([N+:56]([O-:58])=[O:57])C=1.BrCC1CCCCC1>>[Cl:1][C:2]1[CH:7]=[CH:6][C:5]([C:8]2[N:12]([CH2:13][CH:14]3[CH2:15][CH2:16][CH2:17][CH2:18][CH2:19]3)[C:11]3[CH:25]=[C:26]([F:30])[C:27]([F:29])=[CH:28][C:10]=3[N:9]=2)=[C:4]([N+:56]([O-:58])=[O:57])[CH:3]=1. Procedure: The title compound was prepared in analogy to Example 19, intermediate b, from 2-(4-Chloro-2-nitro-phenyl)-5,6-difluoro-1H-benzoimidazole and bromomethyl-cyclohexane (CAS Reg. No. 2550-36-9). Off-white powder (43%). MS (Turbo Spray): m/z=406.3 (M+H).